From a dataset of the Open Reaction Database (ORD), a public repository of structured organic reaction records. describe an organic reaction: reactants, conditions, products, and yield The reactants are C(=O)(O)[O-].[Na+] (NaHCO3), C1(=CC=C(C=C1)S(=O)(=O)[O-])C.[NH+]1=CC=CC=C1 (pyridinium p-toluenesulfonate), O1CCCC=C1 (3,4-dihydropyran), CC=1C[C@@H](CC(C1C)(C)C)O ((1S)-3,4,5,5-tetramethyl-3-cyclohexen-1-ol). The solvent is C(Cl)Cl (methylene chloride). Reaction conditions: temperature 0 celsius, time 1 hour. The product is O1C(CCCC1)O[C@H]1CC(=C(C(C1)(C)C)C)C ((1S)-1-tetrahydropyranyloxy-3,4,5,5-tetramethyl-3-cyclohexene). Reaction SMILES: [CH3:1][C:2]1[CH2:3][C@H:4]([OH:11])[CH2:5][C:6]([CH3:10])([CH3:9])[C:7]=1[CH3:8].C1(C)C=CC(S([O-])(=O)=O)=CC=1.[NH+]1C=CC=CC=1.[O:29]1[CH:34]=[CH:33][CH2:32][CH2:31][CH2:30]1.C([O-])(O)=O.[Na+]>C(Cl)Cl>[O:29]1[CH2:34][CH2:33][CH2:32][CH2:31][CH:30]1[O:11][C@@H:4]1[CH2:5][C:6]([CH3:10])([CH3:9])[C:7]([CH3:8])=[C:2]([CH3:1])[CH2:3]1 |f:1.2,4.5|. Reported procedure: 0.8 g (5.2 mmol) of (1S)-3,4,5,5-tetramethyl-3-cyclohexen-1-ol prepared in Example 2A was dissolved in 5 ml of absolute methylene chloride under N2, the solution was cooled to 0° C., and then firstly 260 mg (1.04 mmol) of pyridinium p-toluenesulfonate and then 450 mg (6.2 mmol) of 3,4-dihydropyran were added. The mixture was subsequently stirred at 0° C. for 1 h and then poured into saturated NaHCO3 solution and extracted with methylene chloride. The extract was dried over MgSO4 and concentrated... Reactants: CN(S(=O)(=O)C)C=1C=C(C(=O)N[C@H](C)C2=CC=C(C=C2)F)C=C(C1)CBr (3-(N-methyl-N-(methylsulfonyl)amino)-5-(bromomethyl)-N-((R)-1-(4-fluorophenyl)ethyl)benzamide), NC(CO)(CC1=CC=CC=C1)CC1=CC=CC=C1 (2-amino-2-benzyl-3-phenylpropan-1-ol), NC(COCC=1C=C(C(=O)N[C@H](C)C2=CC=C(C=C2)F)C=C(C1)N(S(=O)(=O)C)C)(CCCC)CC1=CC=CC=C1 (3-{[(2-amino-2-benzylhexyl)oxy]methyl}-N-[(1R)-1-(4-fluorophenyl)ethyl]-5-[methyl(methyl sulfonyl)amino]benzamide). Yields the product NC(COCC=1C=C(C(=O)N[C@H](C)C2=CC=C(C=C2)F)C=C(C1)N(S(=O)(=O)C)C)(CC1=CC=CC=C1)CC1=CC=CC=C1 (3-((2-Amino-2-benzyl-3-phenylpropoxy)methyl)-N-((R)-1-(4-fluorophenyl)ethyl)-5-(N-methyl-N-(methylsulfonyl)amino)benzamide). RXN SMILES: [CH3:1][N:2]([C:7]1[CH:8]=[C:9]([CH:22]=[C:23]([CH2:25]Br)[CH:24]=1)[C:10]([NH:12][C@@H:13]([C:15]1[CH:20]=[CH:19][C:18]([F:21])=[CH:17][CH:16]=1)[CH3:14])=[O:11])[S:3]([CH3:6])(=[O:5])=[O:4].[NH2:27][C:28]([CH2:38][C:39]1[CH:44]=[CH:43][CH:42]=[CH:41][CH:40]=1)([CH2:31][C:32]1[CH:37]=[CH:36][CH:35]=[CH:34][CH:33]=1)[CH2:29][OH:30].NC(CC1C=CC=CC=1)(CCCC)COCC1C=C(C=C(N(C)S(C)(=O)=O)C=1)C(N[C@@H](C1C=CC(F)=CC=1)C)=O>>[NH2:27][C:28]([CH2:38][C:39]1[CH:44]=[CH:43][CH:42]=[CH:41][CH:40]=1)([CH2:31][C:32]1[CH:37]=[CH:36][CH:35]=[CH:34][CH:33]=1)[CH2:29][O:30][CH2:25][C:23]1[CH:22]=[C:9]([CH:8]=[C:7]([N:2]([CH3:1])[S:3]([CH3:6])(=[O:5])=[O:4])[CH:24]=1)[C:10]([NH:12][C@@H:13]([C:15]1[CH:20]=[CH:19][C:18]([F:21])=[CH:17][CH:16]=1)[CH3:14])=[O:11]. Reported procedure: Prepared from 3-(N-methyl-N-(methylsulfonyl)amino)-5-(bromomethyl)-N-((R)-1-(4-fluorophenyl)ethyl)benzamide and 2-amino-2-benzyl-3-phenylpropan-1-ol using a similar procedure as described for the preparation of 3-{[(2-amino-2-benzylhexyl)oxy]methyl}-N-[(1R)-1-(4-fluorophenyl)ethyl]-5-[methyl(methyl sulfonyl)amino]benzamide (Example 4). HRMS ES calculated for C34H38FN3O4S: 604.2640, found: 604.2641. Reactants: C[Si](C)(C)[N-][Si](C)(C)C.[Li+] (lithium bis(trimethylsilyl)amide), BrC1=CC(=C(C=C1)N1C(C=CC2=CC(=CC=C12)S(=O)(=O)OC1=C(C(=C(C(=C1F)F)F)F)F)=O)OC (perfluorophenyl 1-(4-bromo-2-methoxyphenyl)-2-oxo-1,2-dihydroquinoline-6-sulfonate), N1=NC(=CC=C1)N (pyridazin-3-amine). Solvent: C1CCOC1 (THF), C1CCOC1 (THF). Run at temperature 0 celsius. Yields the product BrC1=CC(=C(C=C1)N1C(C=CC2=CC(=CC=C12)S(=O)(=O)NC=1N=NC=CC1)=O)OC (1-(4-bromo-2-methoxyphenyl)-2-oxo-N-(pyridazin-3-yl)-1,2-dihydroquinoline-6-sulfonamide). Yield: 120.4%. RXN SMILES: [Br:1][C:2]1[CH:7]=[CH:6][C:5]([N:8]2[C:17]3[C:12](=[CH:13][C:14]([S:18]([O:21]C4C(F)=C(F)C(F)=C(F)C=4F)(=[O:20])=O)=[CH:15][CH:16]=3)[CH:11]=[CH:10][C:9]2=[O:33])=[C:4]([O:34][CH3:35])[CH:3]=1.[N:36]1[CH:41]=[CH:40][CH:39]=[C:38]([NH2:42])[N:37]=1.C[Si]([N-][Si](C)(C)C)(C)C.[Li+]>C1COCC1>[Br:1][C:2]1[CH:7]=[CH:6][C:5]([N:8]2[C:17]3[C:12](=[CH:13][C:14]([S:18]([NH:42][C:38]4[N:37]=[N:36][CH:41]=[CH:40][CH:39]=4)(=[O:20])=[O:21])=[CH:15][CH:16]=3)[CH:11]=[CH:10][C:9]2=[O:33])=[C:4]([O:34][CH3:35])[CH:3]=1 |f:2.3|. Procedure details: A flask was charged with perfluorophenyl 1-(4-bromo-2-methoxyphenyl)-2-oxo-1,2-dihydroquinoline-6-sulfonate (3.33 g, 5.78 mmol) and pyridazin-3-amine (0.659 g, 6.93 mmol). A septum was attached and THF (28.9 ml) was added. The mixture was cooled to 0° C. and a THF solution of lithium bis(trimethylsilyl)amide (12.13 ml, 12.13 mmol, 1 M) was added dropwise to give a brown solution. The solution was maintained at 0° C. for 20 min. The reaction mixture was partitioned between 1 N HCl (200 mL) and Et... Reaction SMILES: [Cl:1][C:2]1[S:6][C:5]([C:7]([NH:9][CH2:10][C:11]2[N:12]=[CH:13][N:14]([C:16]3[CH:21]=[CH:20][C:19](I)=[CH:18][CH:17]=3)[CH:15]=2)=[O:8])=[CH:4][CH:3]=1.C1CN[S:26](=[O:28])(=[O:27])[CH2:25][CH2:24]1.OC1C=CC=C2C=1[N:40]=[CH:39][CH:38]=C2.C([O-])([O-])=O.[K+].[K+]>CS(C)=O.[Cu]I>[Cl:1][C:2]1[S:6][C:5]([C:7]([NH:9][CH2:10][C:11]2[N:12]=[CH:13][N:14]([C:16]3[CH:21]=[CH:20][C:19]([N:40]4[CH2:24][CH2:25][S:26](=[O:27])(=[O:28])[CH2:38][CH2:39]4)=[CH:18][CH:17]=3)[CH:15]=2)=[O:8])=[CH:4][CH:3]=1 |f:3.4.5|. Reagents/catalysts: [Cu]I (CuI). Reported procedure: A mixture of 5-chloro-N-((1-(4-iodophenyl)-1H-imidazol-4-yl)methyl)thiophene-2-carboxamide 1-6 (56 mg, 0.10 mmol), 1,4-butanesultam (52 mg, 0.38 mmol), 8-hydroxyquinoline (6 mg, 0.040 mmol) and K2CO3 (50 mg, 0.36 mmol) in DMSO (1 mL) was degassed before being charged with CuI (10 mg, 0.052 mmol). The mixture in a sealed tube was heated at 130° C. overnight. The mixture was then purified by HPLC to give the titled compound (10 mg). MS 451.1 and 453.1 (M+H, Cl pattern). Conditions: temperature 130 celsius. Solvent: CS(=O)C (DMSO). Product: ClC1=CC=C(S1)C(=O)NCC=1N=CN(C1)C1=CC=C(C=C1)N1CCS(CC1)(=O)=O (5-chloro-N-((1-(4-(1,1-dioxothiomorpholino)phenyl)-1H-imidazol-4-yl)methyl)thiophene-2-carboxamide). The yield is 55.4%. The reactants are ClC1=CC=C(S1)C(=O)NCC=1N=CN(C1)C1=CC=C(C=C1)I (5-chloro-N-((1-(4-iodophenyl)-1H-imidazol-4-yl)methyl)thiophene-2-carboxamide), C1CCS(=O)(=O)NC1 (1,4-butanesultam), OC=1C=CC=C2C=CC=NC12 (8-hydroxyquinoline), C(=O)([O-])[O-].[K+].[K+] (K2CO3). Starting materials: OC1=CC=C(C=C1)C1=CC=CC=C1 (4-hydroxybiphenyl), C1(=CC=C(C=C1)S(=O)(=O)OCCCCCCCl)C (1-(p-toluenesulfonyloxy)-6-chlorohexane), C([O-])([O-])=O.[K+].[K+] (potassium carbonate). Run in CN(C=O)C (dimethylformamide). Run at temperature 60 celsius, time 6 hour. The product is C1(=CC=C(C=C1)OCCCCCCCl)C1=CC=CC=C1 (1-(4-biphenyloxy)-6-chlorohexane). As a reaction SMILES: [OH:1][C:2]1[CH:7]=[CH:6][C:5]([C:8]2[CH:13]=[CH:12][CH:11]=[CH:10][CH:9]=2)=[CH:4][CH:3]=1.C1(C)C=CC(S(O[CH2:24][CH2:25][CH2:26][CH2:27][CH2:28][CH2:29][Cl:30])(=O)=O)=CC=1.C(=O)([O-])[O-].[K+].[K+]>CN(C)C=O>[C:5]1([C:8]2[CH:13]=[CH:12][CH:11]=[CH:10][CH:9]=2)[CH:4]=[CH:3][C:2]([O:1][CH2:24][CH2:25][CH2:26][CH2:27][CH2:28][CH2:29][Cl:30])=[CH:7][CH:6]=1 |f:2.3.4|. Procedure details: A mixture of 4-hydroxybiphenyl (34 g), 1-(p-toluenesulfonyloxy)-6-chlorohexane (60 g), anhydrous potassium carbonate (60 g) and dimethylformamide (400 ml) was stirred at 60° C. for 6 hours. Excess potassium carbonate was removed by filtration. Water and ethyl acetate were then added and the resultant solution washed with water, dried with magnesium sulfate and evaporated. The resulting crude residue was then dissolved in ethyl acetate/hexane and recrystallized to yield 1-(4-biphenyloxy)-6-chloro... The reactants are ClCCl, CO, CCN(CC)c1nc(Cl)nc(N(C)CC(F)(F)F)n1. Yields the product CCN(CC)c1nc(OC)nc(N(C)CC(F)(F)F)n1. RXN SMILES: [CH2:20]([Cl:21])[Cl:22].[CH3:23][OH:24].[Cl:1][c:2]1[n:3][c:4]([N:13]([CH2:14][C:15]([F:16])([F:17])[F:18])[CH3:19])[n:5][c:6]([N:8]([CH2:9][CH3:10])[CH2:11][CH3:12])[n:7]1>>[c:2]1([O:24][CH3:23])[n:3][c:4]([N:13]([CH2:14][C:15]([F:16])([F:17])[F:18])[CH3:19])[n:5][c:6]([N:8]([CH2:9][CH3:10])[CH2:11][CH3:12])[n:7]1. Starting materials: ClCCCBr, O=C([O-])[O-], CC#N, [K+], [K+], O=c1cc2c(n[nH]1)CCc1cc(O)ccc1-2. Yields the product O=c1cc2c(n[nH]1)CCc1cc(OCCCCl)ccc1-2. Reaction SMILES: [Br:17][CH2:18][CH2:19][CH2:20][Cl:21].[C:22](=[O:23])([O-:24])[O-:25].[CH3:28][C:29]#[N:30].[K+:26].[K+:27].[OH:1][c:2]1[cH:3][c:4]2[c:5]([cH:15][cH:16]1)-[c:6]1[cH:7][c:8](=[O:14])[nH:9][n:10][c:11]1[CH2:12][CH2:13]2>>[O:1]([c:2]1[cH:3][c:4]2[c:5]([cH:15][cH:16]1)-[c:6]1[cH:7][c:8](=[O:14])[nH:9][n:10][c:11]1[CH2:12][CH2:13]2)[CH2:18][CH2:19][CH2:20][Cl:21].